This data is from the Open Reaction Database (ORD), a public repository of structured organic reaction records. The task is: describe an organic reaction: reactants, conditions, products, and yield Starting materials: C12C(C3CC(CC(C1)C3)C2)N2NC(C2=O)(C)C (2-(Adamantan-2-yl)-4,4-dimethyl-1,2-diazetidin-3-one), ClC1=C(CBr)C(=CC=C1)Cl (2,6-dichlorobenzyl bromide). Product: ClC1=C(CN2N(C(C2(C)C)=O)C2C3CC4CC(CC2C4)C3)C(=CC=C1)Cl (1-(2,6-dichlorobenzyl)-4,4-dimethyl-2-(adamantan-2-yl)-1,2-diazetidin-3-one). RXN SMILES: [CH:1]12[CH2:10][CH:5]3[CH2:6][CH:7]([CH2:9][CH:3]([CH2:4]3)[CH:2]1[N:11]1[C:14](=[O:15])[C:13]([CH3:17])([CH3:16])[NH:12]1)[CH2:8]2.[Cl:18][C:19]1[CH:26]=[CH:25][CH:24]=[C:23]([Cl:27])[C:20]=1[CH2:21]Br>>[Cl:18][C:19]1[CH:26]=[CH:25][CH:24]=[C:23]([Cl:27])[C:20]=1[CH2:21][N:12]1[C:13]([CH3:17])([CH3:16])[C:14](=[O:15])[N:11]1[CH:2]1[CH:3]2[CH2:4][CH:5]3[CH2:6][CH:7]([CH2:8][CH:1]1[CH2:10]3)[CH2:9]2. Procedure details: 2-(Adamantan-2-yl)-4,4-dimethyl-1,2-diazetidin-3-one and 2,6-dichlorobenzyl bromide were used for a similar reaction and treatment as Process 6 of Example 1, and the title compound was obtained as a white crystalline powder. As a reaction SMILES: [Cl:1][C:2]1[CH:7]=[CH:6][C:5]([S:8]([C:11]2([C:18]3[CH:23]=[C:22]([F:24])[CH:21]=[CH:20][C:19]=3[F:25])[CH2:16][CH2:15][C:14](=[O:17])[CH2:13][CH2:12]2)(=[O:10])=[O:9])=[CH:4][CH:3]=1.C[Si](C)(C)[N-][Si](C)(C)C.[Li+].[CH3:36][Si:37]([CH3:44])([CH3:43])[CH2:38][CH2:39][O:40][CH2:41]Cl>O1CCCC1.C(OCC)(=O)C>[Cl:1][C:2]1[CH:3]=[CH:4][C:5]([S:8]([C:11]2([C:18]3[CH:23]=[C:22]([F:24])[CH:21]=[CH:20][C:19]=3[F:25])[CH2:16][CH2:15][C:14](=[O:17])[CH:13]([CH2:41][O:40][CH2:39][CH2:38][Si:37]([CH3:44])([CH3:43])[CH3:36])[CH2:12]2)(=[O:9])=[O:10])=[CH:6][CH:7]=1 |f:1.2|. Reported procedure: 4-[(4-Chlorophenyl)sulfonyl]-4-(2,5-difluorophenyl)cyclohexanone (WO 02/081435) (2.0 g, 5.2 mmol) in dry tetrahydrofuran (10 mL) was added dropwise to a cooled solution of 0.5 M lithium hexamethyldisilazide in tetrahydrofuran (11.4 mL) at −78° C. The mixture was stirred at this temperature for 2 hours before adding 2-(trimethylsilyl)ethoxymethyl chloride (1.4 mL, 7.8 mmol) and the solution allowed to warm to rt. over 16 hours. The reaction mixture was diluted with ethyl acetate (10 mL), washed w... Product: ClC1=CC=C(C=C1)S(=O)(=O)C1(CC(C(CC1)=O)COCC[Si](C)(C)C)C1=C(C=CC(=C1)F)F (4-[(4-Chlorophenyl)sulfonyl]-4-(2,5-difluorophenyl)-2-[2-(trimethylsilyl)ethoxymethyl]cyclohexanone). Reactants: C[Si](CCOCCl)(C)C (2-(trimethylsilyl)ethoxymethyl chloride), ClC1=CC=C(C=C1)S(=O)(=O)C1(CCC(CC1)=O)C1=C(C=CC(=C1)F)F (4-[(4-Chlorophenyl)sulfonyl]-4-(2,5-difluorophenyl)cyclohexanone), C[Si]([N-][Si](C)(C)C)(C)C.[Li+] (lithium hexamethyldisilazide). Reaction conditions: time 2 hour. Solvent: C(C)(=O)OCC (ethyl acetate), O1CCCC1 (tetrahydrofuran), O1CCCC1 (tetrahydrofuran). The yield is 44.8%. The reactants are C(C1=CC=CC=C1)N(C1=C(C(=CC=C1)NS(=O)(=O)C)C)CC1=CC=C(OC2=CC=C(OCCCC(=O)O)C=C2)C=C1 (4-(4-{4-[(benzyl{2-methyl-3-[(methylsulfonyl)amino]phenyl}amino)methyl]phenoxy}phenoxy)butanoic acid), Cl.C(C)OC(CNC)=O (N-methylglycine ethyl ester hydrochloride). Product: C(C1=CC=CC=C1)N(C1=C(C(=CC=C1)NS(=O)(=O)C)C)CC1=CC=C(OC2=CC=C(OCCCC(=O)N(CC(=O)O)C)C=C2)C=C1 (N-[4-(4-{4-[(benzyl{2-methyl-3-[(methylsulfonyl)amino]phenyl}amino)methyl]phenoxy}phenoxy)butanoyl]-N-methylglycine). As a reaction SMILES: [CH2:1]([N:8]([CH2:21][C:22]1[CH:41]=[CH:40][C:25]([O:26][C:27]2[CH:39]=[CH:38][C:30]([O:31][CH2:32][CH2:33][CH2:34][C:35](O)=[O:36])=[CH:29][CH:28]=2)=[CH:24][CH:23]=1)[C:9]1[CH:14]=[CH:13][CH:12]=[C:11]([NH:15][S:16]([CH3:19])(=[O:18])=[O:17])[C:10]=1[CH3:20])[C:2]1[CH:7]=[CH:6][CH:5]=[CH:4][CH:3]=1.Cl.C([O:45][C:46](=[O:50])[CH2:47][NH:48][CH3:49])C>>[CH2:1]([N:8]([CH2:21][C:22]1[CH:23]=[CH:24][C:25]([O:26][C:27]2[CH:28]=[CH:29][C:30]([O:31][CH2:32][CH2:33][CH2:34][C:35]([N:48]([CH3:49])[CH2:47][C:46]([OH:45])=[O:50])=[O:36])=[CH:38][CH:39]=2)=[CH:40][CH:41]=1)[C:9]1[CH:14]=[CH:13][CH:12]=[C:11]([NH:15][S:16]([CH3:19])(=[O:17])=[O:18])[C:10]=1[CH3:20])[C:2]1[CH:3]=[CH:4][CH:5]=[CH:6][CH:7]=1 |f:1.2|. Procedure details: The product from Example 233 and N-methylglycine ethyl ester hydrochloride were processed as described in Example 251A and B to provide the titled compound. 1H NMR (500 MHz, DMSO-d6) δ12.13-13.26 (br.s, 1 H), 8.94 (s, 1 H), 7.23 (m, 7 H), 6.99 (m, 7 H), 6.82 (d, J=8.7 Hz, 2 H), 4.12 (s, 1 H), 4.04 (s, 2 H), 3.96 (m, 5 H), 3.01 (s, 3 H), 3.01 (s, 2 H), 2.82 (s, 1 H), 2.50 (m, 1 H), 2.37 (m, 4 H), 1.92 (m, 2 H); MS (ESI+) m/z 646 (M+H)+.